This data is from the Open Reaction Database (ORD), a public repository of structured organic reaction records. The task is: describe an organic reaction: reactants, conditions, products, and yield Reactants: C1(CC1)C=1C(=CC(=NC1)C(=O)O)OCC(F)(F)F (5-Cyclopropyl-4-(2,2,2-trifluoro-ethoxy)-pyridine-2-carboxylic acid), N[C@H](C(=O)N)CC(C)C ((S)-2-Amino-4-methyl-pentanoic acid amide). Yields the product C(N)(=O)[C@H](CC(C)C)NC(=O)C1=NC=C(C(=C1)OCC(F)(F)F)C1CC1 (5-Cyclopropyl-4-(2,2,2-trifluoro-ethoxy)-pyridine-2-carboxylic acid ((S)-1-carbamoyl-3-methyl-butyl)-amide). As a reaction SMILES: [CH:1]1([C:4]2[C:5]([O:13][CH2:14][C:15]([F:18])([F:17])[F:16])=[CH:6][C:7]([C:10]([OH:12])=O)=[N:8][CH:9]=2)[CH2:3][CH2:2]1.[NH2:19][C@@H:20]([CH2:24][CH:25]([CH3:27])[CH3:26])[C:21]([NH2:23])=[O:22]>>[C:21]([C@@H:20]([NH:19][C:10]([C:7]1[CH:6]=[C:5]([O:13][CH2:14][C:15]([F:18])([F:17])[F:16])[C:4]([CH:1]2[CH2:2][CH2:3]2)=[CH:9][N:8]=1)=[O:12])[CH2:24][CH:25]([CH3:27])[CH3:26])(=[O:22])[NH2:23]. Procedure details: The title compound was synthesized in analogy to Example 24d, using 5-Cyclopropyl-4-(2,2,2-trifluoro-ethoxy)-pyridine-2-carboxylic acid (Example 48c) and (S)-2-Amino-4-methyl-pentanoic acid amide (CAN 687-51-4) as starting materials and isolated (13.5 mg, 24%) as a white solid; MS (ESI, m/z): 374.0 (M+H+). Reactants: N,N'-carbonylbisimidazole, CC1=C(C=CC=C1)C=1C=CC=C(C1C(=O)O)O (6-(2-methylphenyl)-salicylic acid), [H-].[Na+] (sodium hydride), ClN1CN(CN(C1)OC)OC (1-chloro-3,5-dimethoxy-s-triazine), ON1N=CC=C1 (N-hydroxypyrazole), P(O)(O)(O)=O (phosphoric acid). Run in O1CCCC1 (tetrahydrofuran), CN(C=O)C (dimethylformamide). Conditions: time 14 hour. Yields the product CC1=C(C=CC=C1)C1=CC=CC(=C1C(=O)ON1N=CC=C1)ON1CN(CN(C1)OC)OC (6-(2-Methylphenyl)-2-(3,5-dimethoxy-s-triazin-1-yloxy)-1-[(1-pyrazolyl)-oxycarbonyl]-benzene). As a reaction SMILES: [CH3:1][C:2]1[CH:7]=[CH:6][CH:5]=[CH:4][C:3]=1[C:8]1[CH:9]=[CH:10][CH:11]=[C:12]([OH:17])[C:13]=1[C:14]([OH:16])=[O:15].O[N:19]1[CH:23]=[CH:22][CH:21]=[N:20]1.[H-].[Na+].Cl[N:27]1[CH2:32][N:31]([O:33][CH3:34])[CH2:30][N:29]([O:35][CH3:36])[CH2:28]1.P(=O)(O)(O)O>O1CCCC1.CN(C)C=O>[CH3:1][C:2]1[CH:7]=[CH:6][CH:5]=[CH:4][C:3]=1[C:8]1[C:13]([C:14]([O:16][N:19]2[CH:23]=[CH:22][CH:21]=[N:20]2)=[O:15])=[C:12]([O:17][N:27]2[CH2:32][N:31]([O:33][CH3:34])[CH2:30][N:29]([O:35][CH3:36])[CH2:28]2)[CH:11]=[CH:10][CH:9]=1 |f:2.3|. Procedure details: 1.75 g (10.8 mmol) of N,N'-carbonylbisimidazole is added to a solution of 2.12 g (10 mmol) of 6-(2-methylphenyl)-salicylic acid in 30 ml of tetrahydrofuran. After the mixture has been stirred for 30 minutes at room temperature 9.9 mmol of N-hydroxypyrazole is added and the mixture is stirred for a further 14 hours. The mixture is then hydrolyzed with 300 ml of 1N phosphoric acid and extracted several times with methyl tert-butyl ether. The organic phases are combined, dried over sodium sulfate a... Starting materials: C(C)(C)(C)OC(NC(CC1=CC=CC=C1)C1OC1)=O (tert-butyl-(1-oxiranyl-2-phenylethyl)-carbamate), COC=1C=C(CN)C=CC1 (3-methoxy-benzylamine). Solvent: CC(C)O (2-propanol). Product: COC=1C=C(CNCC(C(CC2=CC=CC=C2)NC(OC(C)(C)C)=O)O)C=CC1 (tert-butyl 4-(3-methoxybenzylamino)-3-hydroxy-1-phenylbutan-2-ylcarba-mate). The yield is 77.0%. Reaction SMILES: [C:1]([O:5][C:6](=[O:19])[NH:7][CH:8]([CH:16]1[CH2:18][O:17]1)[CH2:9][C:10]1[CH:15]=[CH:14][CH:13]=[CH:12][CH:11]=1)([CH3:4])([CH3:3])[CH3:2].[CH3:20][O:21][C:22]1[CH:23]=[C:24]([CH:27]=[CH:28][CH:29]=1)[CH2:25][NH2:26]>CC(O)C>[CH3:20][O:21][C:22]1[CH:23]=[C:24]([CH:27]=[CH:28][CH:29]=1)[CH2:25][NH:26][CH2:18][CH:16]([OH:17])[CH:8]([NH:7][C:6](=[O:19])[O:5][C:1]([CH3:4])([CH3:3])[CH3:2])[CH2:9][C:10]1[CH:15]=[CH:14][CH:13]=[CH:12][CH:11]=1. Reported procedure: To a stirred solution of tert-butyl-(1-oxiranyl-2-phenylethyl)-carbamate (131.6 mg, 0.5 mmol), 3-methoxy-benzylamine (0.25 mL, 2 mmol) in 3 mL of 2-propanol was heated to reflux for 12 h to afford tert-butyl 4-(3-methoxybenzylamino)-3-hydroxy-1-phenylbutan-2-ylcarba-mate. The solvent was evaporated and the crude product was purified by silica gel flash column chromatography (5-10% MeOH in CHCl3) to give 4 in 77% yield (154 mg) as a colorless solid. Starting materials: CCCCNC=1C=CC(=CC1)C(=O)OCCN(C)C.Cl (tetracaine HCl), CCN(CC)CCNC(=O)C=1C=C(C(=CC1OC)N)Cl.O.Cl (metoclopramide HCl). Run at time 1.5 hour. Yields the product CCCCNC=1C=CC(=CC1)C(=O)OCCN(C)C (Tetracaine). As a reaction SMILES: [CH3:1][CH2:2][CH2:3][CH2:4][NH:5][C:6]1[CH:7]=[CH:8][C:9]([C:12]([O:14][CH2:15][CH2:16][N:17]([CH3:19])[CH3:18])=[O:13])=[CH:10][CH:11]=1.Cl.CCN(CCNC(C1C=C(Cl)C(N)=CC=1OC)=O)CC.O.Cl>>[CH3:1][CH2:2][CH2:3][CH2:4][NH:5][C:6]1[CH:11]=[CH:10][C:9]([C:12]([O:14][CH2:15][CH2:16][N:17]([CH3:19])[CH3:18])=[O:13])=[CH:8][CH:7]=1 |f:0.1,2.3.4|. Procedure: The electrotransport of tetracaine HCl, in the form of an aqueous solution having a concentration of 100 mg/ml, was tested and found to behave similarly to that of metoclopramide HCl. The average mass flux obtained was 100 μg/cm2 hr, and there was a 1 to 2 hour time lag to reach steady state flux. The reactants are ClC1=NC=C(C=C1C1=NC(=NC(=N1)C)N)F (4-(2-chloro-5-fluoropyridin-3-yl)-6-methyl-1,3,5-triazin-2-amine), NC=1C=NC=C(C1)F (3-amino-5-fluoropyridine), [Li+].C[Si](C)(C)[N-][Si](C)(C)C (LiHMDS). Solvent: C1CCOC1 (THF). Reaction conditions: time 5 minute. Product: FC=1C=C(C(=NC1)NC=1C=NC=C(C1)F)C1=NC(=NC(=N1)C)N (4-(5-Fluoro-2-(5-Fluoropyridin-3-Ylamino)Pyridin-3-yl)-6-Methyl-1,3,5-Triazin-2-Amine). Yield: 16.1%. Reaction SMILES: Cl[C:2]1[C:7]([C:8]2[N:13]=[C:12]([CH3:14])[N:11]=[C:10]([NH2:15])[N:9]=2)=[CH:6][C:5]([F:16])=[CH:4][N:3]=1.[NH2:17][C:18]1[CH:19]=[N:20][CH:21]=[C:22]([F:24])[CH:23]=1.[Li+].C[Si]([N-][Si](C)(C)C)(C)C>C1COCC1>[F:16][C:5]1[CH:6]=[C:7]([C:8]2[N:13]=[C:12]([CH3:14])[N:11]=[C:10]([NH2:15])[N:9]=2)[C:2]([NH:17][C:18]2[CH:19]=[N:20][CH:21]=[C:22]([F:24])[CH:23]=2)=[N:3][CH:4]=1 |f:2.3|. Reported procedure: A solution of 4-(2-chloro-5-fluoropyridin-3-yl)-6-methyl-1,3,5-triazin-2-amine (85 mg, 0.355 mmol) and 3-amino-5-fluoropyridine (118 mg, 1.053 mmol) in THF (3 mL) was cooled in an ice bath under nitrogen. After 5 min, a solution of LiHMDS (1 M in THF, 2500 μL, 2.500 mmol) was added. After 10 min, the cooling bath was removed. After 2 h, HCl (5 N, 0.5 mL) was added. EtOAc (10 mL) and saturated NH4Cl (10 mL) were added. The mixture was vigorously stirred for 15 min. The resulting emulsion was filt... The reactants are NCCCCN1C=NC=2C(=NC=3C=CC=CC3C21)N (1-(4-aminobutyl)-1H-imidazo[4,5-c]quinolin-4-amine), C(C)C(C(=O)Cl)CCCC (2-ethylhexanoyl chloride). The product is NC1=NC=2C=CC=CC2C2=C1N=CN2CCCCNC(C(CCCC)CC)=O (N1-[4-(4-amino-1H-imidazo[4,5-c]quinolin-1-yl)butyl]-2-ethylhexanamide). RXN SMILES: [NH2:1][CH2:2][CH2:3][CH2:4][CH2:5][N:6]1[C:18]2[C:17]3[CH:16]=[CH:15][CH:14]=[CH:13][C:12]=3[N:11]=[C:10]([NH2:19])[C:9]=2[N:8]=[CH:7]1.[CH2:20]([CH:22]([CH2:26][CH2:27][CH2:28][CH3:29])[C:23](Cl)=[O:24])[CH3:21]>>[NH2:19][C:10]1[C:9]2[N:8]=[CH:7][N:6]([CH2:5][CH2:4][CH2:3][CH2:2][NH:1][C:23](=[O:24])[CH:22]([CH2:20][CH3:21])[CH2:26][CH2:27][CH2:28][CH3:29])[C:18]=2[C:17]2[CH:16]=[CH:15][CH:14]=[CH:13][C:12]=2[N:11]=1. Procedure details: According to the general method of Example 14, 1-(4-aminobutyl)-1H-imidazo[4,5-c]quinolin-4-amine and 2-ethylhexanoyl chloride were combined to provide N1-[4-(4-amino-1H-imidazo[4,5-c]quinolin-1-yl)butyl]-2-ethylhexanamide as a tan powder, m.p. 163.0-164.0° C. 1H NMR (300 MHz, DMSO-d6) δ 8.19 (s, 1H), 8.03 (d, J=8.1 Hz, 1H), 7.79 (m, 1H), 7.61 (dd, J=8.1, 1.2 Hz 1H), 7.44 (dt, J=7.5, 1.2 Hz, 1H), 7.26 (dt, J=7.5, 1.2 Hz, 1H), 6.63 (s, 2H), 4.61 (t, J=6.9 Hz, 2H), 3.12-3.05 (m, 2H), 1.94-1.82 (m,... The reactants are CC(C(=O)OC(C)(C)C)C(=O)OC(C)(C)C (di-t-butyl methylmalonate), [H-].[Na+] (sodium hydride), BrBr (bromine). Run in O1CCCC1 (tetrahydrofuran), ClCCl (dichloromethane). Reaction conditions: time 1.5 hour. Product: BrC(C(=O)OC(C)(C)C)(C(=O)OC(C)(C)C)C (Di-t-butyl 2-Bromo-2-methylmalonate). RXN SMILES: [H-].[Na+].[CH3:3][CH:4]([C:12]([O:14][C:15]([CH3:18])([CH3:17])[CH3:16])=[O:13])[C:5]([O:7][C:8]([CH3:11])([CH3:10])[CH3:9])=[O:6].[Br:19]Br>O1CCCC1.ClCCl>[Br:19][C:4]([CH3:3])([C:5]([O:7][C:8]([CH3:9])([CH3:10])[CH3:11])=[O:6])[C:12]([O:14][C:15]([CH3:17])([CH3:16])[CH3:18])=[O:13] |f:0.1|. Procedure details: To a stirred suspension of sodium hydride (1.7 g, 80% dispersion in oil) in tetrahydrofuran (60 ml) under an atmosphere of nitrogen was added di-t-butyl methylmalonate (11.52 g). The mixture was stiirred at 60°-70° for 1.5 hours to give a clear solution. This solution was cooled to -25°, and to it was rapidly added a solution of bromine (2.6 ml) in dichloromethane (30 ml). The solution was allowed to warm to ambient temperature, then concentrated. The residue in ether was washed with water, drie...